From a dataset of the Open Reaction Database (ORD), a public repository of structured organic reaction records. describe an organic reaction: reactants, conditions, products, and yield The reactants are [OH-].[Na+] (sodium hydroxide), ClC1=C(C(C1(F)F)(F)F)Cl (1,2-dichloro-3,3,4,4-tetrafluorocyclobutene), C(C)(C)O (isopropanol). Run at time 2 hour. Product: C(C)(C)OC1=C(C(C1(F)F)(F)F)Cl (2-chloro-3,3,4,4-tetrafluorocyclobutenyl isopropyl ether). RXN SMILES: [OH-].[Na+].Cl[C:4]1[C:7]([F:9])([F:8])[C:6]([F:11])([F:10])[C:5]=1[Cl:12].[CH:13]([OH:16])([CH3:15])[CH3:14]>>[CH:13]([O:16][C:4]1[C:7]([F:9])([F:8])[C:6]([F:11])([F:10])[C:5]=1[Cl:12])([CH3:15])[CH3:14] |f:0.1|. Procedure details: 200 g (5 mol) of powdered sodium hydroxide are metered into a solution of 786 g (3.94 mol) of 1,2-dichloro-3,3,4,4-tetrafluorocyclobutene and 328 g (5.47 mol) of technical grade isopropanol at -10° C. The mixture is stirred for a further 2 hours, the solid is filtered off with suction and the filtrate is distilled. Starting materials: ClC=1C(N(S(C1C1=CC=CC=C1)(=O)=O)C)=O (4-chloro-2-methyl-5-phenylisothiazol-3(2H)-one 1,1-dioxide), COC1=CC=C(N)C=C1 (4-methoxyaniline), H+. Yields the product COC1=CC=C(C=C1)NC=1C(N(S(C1C1=CC=CC=C1)(=O)=O)C)=O (4-[(4-Methoxyphenyl)amino]-2-methyl-5-phenylisothiazol-3(2H)-one 1,1-dioxide). RXN SMILES: Cl[C:2]1[C:3](=[O:16])[N:4]([CH3:15])[S:5](=[O:14])(=[O:13])[C:6]=1[C:7]1[CH:12]=[CH:11][CH:10]=[CH:9][CH:8]=1.[CH3:17][O:18][C:19]1[CH:25]=[CH:24][C:22]([NH2:23])=[CH:21][CH:20]=1>>[CH3:17][O:18][C:19]1[CH:25]=[CH:24][C:22]([NH:23][C:2]2[C:3](=[O:16])[N:4]([CH3:15])[S:5](=[O:14])(=[O:13])[C:6]=2[C:7]2[CH:12]=[CH:11][CH:10]=[CH:9][CH:8]=2)=[CH:21][CH:20]=1. Procedure details: The title compound was prepared from 4-chloro-2-methyl-5-phenylisothiazol-3(2H)-one 1,1-dioxide and 4-methoxyaniline in a similar manner as described for e.g. Examples 9 and 13. 1H NMR (400 MHz, CD3CN): δ 7.67 (bs, 1H), 7.27-7.22 (m, 1H), 7.18-7.10 (m, 4H), 6.78-6.73 (m, 2H), 6.57-6.52 (m, 2H), 3.65 (s, 3H), 3.20 (s, 3H); Mass Spectrum: M+H+ 345. Reactants: O1C(=CC=2NC=3C=CC=CC3C21)C(=O)OCC (ethyl furo[3,2-b]indole-2-carboxylate), [H-].[Na+] (sodium hydride), CI (Methyl iodide). Run in CN(C=O)C (dimethylformamide), CN(C=O)C (dimethylformamide). The product is CN1C2=C(C=3C=CC=CC13)OC(=C2)C(=O)OCC (ethyl 4-methyl-furo[3,2-b]indole-2-carboxylate). Isolated yield 84.8%. As a reaction SMILES: [H-].[Na+].[O:3]1[C:14]2[C:13]3[CH:12]=[CH:11][CH:10]=[CH:9][C:8]=3[NH:7][C:6]=2[CH:5]=[C:4]1[C:15]([O:17][CH2:18][CH3:19])=[O:16].[CH3:20]I>CN(C)C=O>[CH3:20][N:7]1[C:8]2[CH:9]=[CH:10][CH:11]=[CH:12][C:13]=2[C:14]2[O:3][C:4]([C:15]([O:17][CH2:18][CH3:19])=[O:16])=[CH:5][C:6]1=2 |f:0.1|. Reported procedure: To a suspension of sodium hydride (2.5 g) in dimethylformamide (100 ml), a solution of ethyl furo[3,2-b]indole-2-carboxylate (20 g) in dimethylformamide (100 ml) was added dropwise with stirring, then the mixture was stirred for 0.5 hour at room temperature. Methyl iodide (30 g) was added, and the resulting mixture was stirred for 5 hours at room temperature to give ethyl 4-methyl-furo[3,2-b]indole-2-carboxylate (18 g), which was hydrolyzed in a solution of sodium hydroxide (20 g) in water (200 ... Starting materials: C(C)N(P(=O)([O-])Cl)CC (N,N-diethylamidochlorophosphate), BrC=1C=C(C=CC1)C (m-bromotoluene), [Mg] (magnesium), Cl (hydrochloric acid), Grignard reagent. Yields the product C1(=CC(=CC=C1)P(O)(=O)C=1C=C(C=CC1)C)C (di-(m-tolyl)phosphinic acid). RXN SMILES: Br[C:2]1[CH:3]=[C:4]([CH3:8])[CH:5]=[CH:6][CH:7]=1.[Mg].C(N(CC)[P:13](Cl)([O-:15])=[O:14])C.Cl>>[C:4]1([CH3:8])[CH:5]=[CH:6][CH:7]=[C:2]([P:13]([C:2]2[CH:3]=[C:4]([CH3:8])[CH:5]=[CH:6][CH:7]=2)(=[O:14])[OH:15])[CH:3]=1. Reported procedure: That is, m-bromotoluene (II) is reacted with metallic magnesium to prepare a Grignard reagent (III) which is then condensed with N,N-diethylamidochlorophosphate (IV) obtained by the process described in G. M. Kosolapoff et al., J. Am. Chem. Soc., Vol. 71, pp. 369-370 (1949), followed by hydrolysis with hydrochloric acid to obtain di-(m-tolyl)phosphinic acid (V). The compound (V) is reacted with thionyl chloride. After removing excess thionyl chloride, the reaction mixture is recrystallized from ...